Dataset: the Open Reaction Database (ORD), a public repository of structured organic reaction records. Task: describe an organic reaction: reactants, conditions, products, and yield Starting materials: O=C1OC(=O)C2=C1CCCC2, CC(=O)O, CCCC(Oc1cc(N)ccc1Cl)C(C)=NO. The product is CCCC(Oc1cc(N2C(=O)C3=C(CCCC3)C2=O)ccc1Cl)C(C)=NO. As a reaction SMILES: [C:1]12=[C:2]([CH2:3][CH2:4][CH2:5][CH2:6]1)[C:7](=[O:8])[O:9][C:10]2=[O:11].[CH3:29][C:30](=[O:31])[OH:32].[NH2:12][c:13]1[cH:14][cH:15][c:16]([Cl:28])[c:17]([O:18][CH:19]([C:20]([CH3:21])=[N:22][OH:23])[CH2:24][CH2:25][CH3:26])[cH:27]1>>[C:1]12=[C:2]([CH2:3][CH2:4][CH2:5][CH2:6]1)[C:7](=[O:9])[N:12]([c:13]1[cH:14][cH:15][c:16]([Cl:28])[c:17]([O:18][CH:19]([C:20]([CH3:21])=[N:22][OH:23])[CH2:24][CH2:25][CH3:26])[cH:27]1)[C:10]2=[O:11]. Starting materials: N(=[N+]=[N-])CC1=NNC2=NC=CC=C21 (3-(azidomethyl)-1H-pyrazolo[3,4-b]pyridine), [H][H] (hydrogen). The reagents and catalysts are [Pd] (palladium on carbon). Run in CCO (EtOH). Run at time 2 hour. Yields the product NCC1=NNC2=NC=CC=C21 (3-(aminomethyl)-1H-pyrazolo[3,4-b]pyridine). RXN SMILES: [N:1]([CH2:4][C:5]1[C:13]2[C:8](=[N:9][CH:10]=[CH:11][CH:12]=2)[NH:7][N:6]=1)=[N+]=[N-].[H][H]>[Pd].CCO>[NH2:1][CH2:4][C:5]1[C:13]2[C:8](=[N:9][CH:10]=[CH:11][CH:12]=2)[NH:7][N:6]=1. Procedure details: A mixture of 286 mg (1.64 mmol) of 1-2 and 35 mg of 10% palladium on carbon catalyst in 2 mL of absolute EtOH was hydrogentated at 1 atmosphere pressure using a hydrogen filled balloon. After approximately 2 hours, the reaction was determined to be complete by LC-MS analysis. The reaction was filtered through a Celite pad, and the filtrate concentrated in vacuo to give the title product as a pale yellow oil. MS M+1=149. Starting materials: O=C(O)C(Br)c1ccccc1, ClCCl, Nc1ccccc1. Yields the product O=C(O)C(Nc1ccccc1)c1ccccc1. As a reaction SMILES: [Br:1][CH:2]([C:3](=[O:4])[OH:5])[c:6]1[cH:7][cH:8][cH:9][cH:10][cH:11]1.[Cl:19][CH2:20][Cl:21].[NH2:12][c:13]1[cH:14][cH:15][cH:16][cH:17][cH:18]1>>[CH:2]([C:3](=[O:4])[OH:5])([c:6]1[cH:7][cH:8][cH:9][cH:10][cH:11]1)[NH:12][c:13]1[cH:14][cH:15][cH:16][cH:17][cH:18]1. As a reaction SMILES: [Br:49][CH2:50][CH2:51][O:52][CH3:53].[C:1]([CH3:2])([CH3:3])([CH3:4])[O:5][C:6](=[O:7])[N:8]1[CH2:9][CH2:10][CH:11]([O:14][c:15]2[n:16][n:17][c:18]([CH2:39][CH2:40][CH2:41][CH3:42])[c:19](-[c:21]3[cH:22][c:23](-[c:34]4[cH:35][n:36][nH:37][cH:38]4)[c:24]([O:27][CH:28]4[CH2:29][CH2:30][CH2:31][CH2:32][CH2:33]4)[cH:25][cH:26]3)[cH:20]2)[CH2:12][CH2:13]1.[CH2:54]1[O:55][CH2:56][CH2:57][CH2:58]1.[CH3:43][C:44]([CH3:45])([O-:46])[CH3:47].[K+:48]>>[C:1]([CH3:2])([CH3:3])([CH3:4])[O:5][C:6](=[O:7])[N:8]1[CH2:9][CH2:10][CH:11]([O:14][c:15]2[n:16][n:17][c:18]([CH2:39][CH2:40][CH2:41][CH3:42])[c:19](-[c:21]3[cH:22][c:23](-[c:34]4[cH:35][n:36]([CH2:50][CH2:51][O:52][CH3:53])[n:37][cH:38]4)[c:24]([O:27][CH:28]4[CH2:29][CH2:30][CH2:31][CH2:32][CH2:33]4)[cH:25][cH:26]3)[cH:20]2)[CH2:12][CH2:13]1. Reactants: COCCBr, CCCCc1nnc(OC2CCN(C(=O)OC(C)(C)C)CC2)cc1-c1ccc(OC2CCCCC2)c(-c2cn[nH]c2)c1, C1CCOC1, CC(C)(C)[O-], [K+]. Yields the product CCCCc1nnc(OC2CCN(C(=O)OC(C)(C)C)CC2)cc1-c1ccc(OC2CCCCC2)c(-c2cnn(CCOC)c2)c1. Starting materials: CC=1C(=NC=CC1)NC(NC1=C(C=CC=C1)CC(=O)[O-])=O (2-(3-methylpyridylureido)phenylacetate), [OH-].[Na+] (NaOH), C(C)(=O)O (acetic acid), Cl (HCl). The solvent is CO (methanol). Conditions: time 16 hour. Yields the product CC=1C(=NC=CC1)NC(NC1=C(C=CC=C1)CC(=O)O)=O (2-(3-methylpyridylureido)phenylacetic acid). As a reaction SMILES: [CH3:1][C:2]1[C:3]([NH:8][C:9](=[O:21])[NH:10][C:11]2[CH:16]=[CH:15][CH:14]=[CH:13][C:12]=2[CH2:17][C:18]([O-:20])=[O:19])=[N:4][CH:5]=[CH:6][CH:7]=1.[OH-].[Na+].Cl.C(O)(=O)C>CO>[CH3:1][C:2]1[C:3]([NH:8][C:9](=[O:21])[NH:10][C:11]2[CH:16]=[CH:15][CH:14]=[CH:13][C:12]=2[CH2:17][C:18]([OH:20])=[O:19])=[N:4][CH:5]=[CH:6][CH:7]=1 |f:1.2|. Procedure: A solution of methyl 4-(2-(3-methylpyridylureido)phenylacetate (1 eq.) in methanol was treated with 1 N NaOH (2 eq.). The reaction was stirred for 16 h, then acidified carefully with 1 N HCl to pH 7 then with acetic acid to pH 3. The product was filtered and washed with methanol then ether to give 4-(2-(3-methylpyridylureido)phenylacetic acid: 1H NMR (CD3SOCD3, 300 MHz, ppm) 11.97 (s, 1H), 8.64 (brs, 1H), 8.31 (s, 1H), 7.69 (m, 1H), 7.62 (d, 8.4 Hz, 2H), 7.33 (d, 8.4 Hz, 2H), 7.09 (m, 1H), 3.62 ... The reactants are ClC1=CC=C(C(C)(C)N=C=O)C=C1 (p-chloro-α,α-dimethylbenzyl isocyanate), [C-]#N (cyanide), C(CCC)NCC (N-n-butylethylamine). The solvent is C(C(C)C)C(=O)C (methyl isobutyl ketone). Product: C(CCC)N(C(=O)NC(C1=CC=C(C=C1)Cl)(C)C)CC (1-n-Butyl-3-(p-chloro-α,α-dimethylbenzyl)-1-ethylurea). Yield: 86.2%. RXN SMILES: [Cl:1][C:2]1[CH:13]=[CH:12][C:5]([C:6]([N:9]=[C:10]=[O:11])([CH3:8])[CH3:7])=[CH:4][CH:3]=1.[C-]#N.[CH2:16]([NH:20][CH2:21][CH3:22])[CH2:17][CH2:18][CH3:19]>C(C(C)=O)C(C)C>[CH2:16]([N:20]([CH2:21][CH3:22])[C:10]([NH:9][C:6]([CH3:8])([CH3:7])[C:5]1[CH:4]=[CH:3][C:2]([Cl:1])=[CH:13][CH:12]=1)=[O:11])[CH2:17][CH2:18][CH3:19]. Procedure: A solution of 3.9 g of p-chloro-α,α-dimethylbenzyl isocyanate, prepared from the corresponding cyanide in the same way as in Synthesis Example 1, in 20 ml of methyl isobutyl ketone was added to 2.2 g of N-n-butylethylamine. The solvent was then removed by distillation under reduced pressure and the resulting crystals were recrystallized from n-hexane to obtain 5.1 g of the title compound.